From a dataset of the Open Reaction Database (ORD), a public repository of structured organic reaction records. describe an organic reaction: reactants, conditions, products, and yield The solvent is O (water). The reagents and catalysts are [Fe] (iron). Reaction SMILES: [N+:1]([C:4]1[CH:5]=[C:6]([NH:10][C:11](=[O:14])[CH:12]=[CH2:13])[CH:7]=[CH:8][CH:9]=1)([O-])=O>[Fe].O>[NH2:1][C:4]1[CH:5]=[C:6]([NH:10][C:11](=[O:14])[CH:12]=[CH2:13])[CH:7]=[CH:8][CH:9]=1. Starting materials: [N+](=O)([O-])C=1C=C(C=CC1)NC(C=C)=O (N-(3-nitrophenyl)acrylamide), FeSO4. Procedure: For example, N-(3-nitrophenyl)acrylamide 2 is reduced in the presence of iron powder, FeSO4 and water, preferably upon heating, more preferably upon heating to reflux. The reaction mixture is cooled to RT and the solution is made basic, such as to a pH>12, preferably to a pH of about 13-14 to give N-(3-aminophenyl)acrylamide 3. Product: NC=1C=C(C=CC1)NC(C=C)=O (N-(3-aminophenyl)acrylamide).